Dataset: the Open Reaction Database (ORD), a public repository of structured organic reaction records. Task: describe an organic reaction: reactants, conditions, products, and yield Starting materials: solution, C[Mg]I (MeMgI), CCOCC (ether), CC=1C(=C(C(=O)O)C=CN1)C=1SC=C(N1)C1=CC=C(C=C1)Cl (methyl 3-[4-(4-chlorophenyl)-1,3-thiazol-2-yl]isonicotinic acid). Solvent: O1CCCC1 (tetrahydrofuran). Reaction conditions: time 1 hour. Product: ClC1=CC=C(C=C1)C=1N=C(SC1)C=1C=NC=CC1C(C)(C)O (2-{3-[4-(4-chlorophenyl)-1,3-thiazol-2-yl]pyridin-4-yl}propan-2-ol). As a reaction SMILES: C[C:2]1[C:3]([C:11]2[S:12][CH:13]=[C:14]([C:16]3[CH:21]=[CH:20][C:19]([Cl:22])=[CH:18][CH:17]=3)[N:15]=2)=[C:4]([CH:8]=[CH:9][N:10]=1)C(O)=O.[CH3:23][Mg]I.CC[O:28][CH2:29][CH3:30]>O1CCCC1>[Cl:22][C:19]1[CH:18]=[CH:17][C:16]([C:14]2[N:15]=[C:11]([C:3]3[CH:2]=[N:10][CH:9]=[CH:8][C:4]=3[C:29]([OH:28])([CH3:30])[CH3:23])[S:12][CH:13]=2)=[CH:21][CH:20]=1. Procedure details: The compound (141) (857 mg, 2.5 mmol) was dissolved in anhydrous tetrahydrofuran (5 ml) and a 2M solution (3 ml, 6.0 mmol) of MeMgI in ether was added under ice-cooling. The reaction mixture was stirred at room temperature for one hr. Reactants: ClC1=C(C=C(C=C1[N+](=O)[O-])[N+](=O)[O-])C(F)(F)F (2-chloro-3,5-dinitro-benzotrifluoride), Cl (hydrochloric acid), [OH-].[K+] (potassium hydroxide), NC=1C=C(C=CC1Cl)C (3-amino-4-chlorotoluene). Solvent: CN(C=O)C (dimethylformamide), O (water), CN(C=O)C (dimethylformamide). Reaction conditions: time 5 minute. Yields the product ClC1=C(NC2=C(C=C(C=C2[N+](=O)[O-])[N+](=O)[O-])C(F)(F)F)C=C(C=C1)C (2(2-chloro-5-methylanilino)-3,5-dinitrobenzotrifluoride). As a reaction SMILES: [OH-].[K+].[NH2:3][C:4]1[CH:5]=[C:6]([CH3:11])[CH:7]=[CH:8][C:9]=1[Cl:10].Cl[C:13]1[C:18]([N+:19]([O-:21])=[O:20])=[CH:17][C:16]([N+:22]([O-:24])=[O:23])=[CH:15][C:14]=1[C:25]([F:28])([F:27])[F:26].Cl>CN(C)C=O.O>[Cl:10][C:9]1[CH:8]=[CH:7][C:6]([CH3:11])=[CH:5][C:4]=1[NH:3][C:13]1[C:18]([N+:19]([O-:21])=[O:20])=[CH:17][C:16]([N+:22]([O-:24])=[O:23])=[CH:15][C:14]=1[C:25]([F:26])([F:28])[F:27] |f:0.1|. Procedure details: Powdered potassium hydroxide (2.0 g.) was added in portions over 5 minutes to a stirred solution of 3-amino-4-chlorotoluene (2.8 g.) in dimethylformamide (15 ml.) at the ambient temperature and stirring was continued for a further 5 minutes. A solution of 2-chloro-3,5-dinitro-benzotrifluoride (5.4 g.) in dimethylformamide (15 ml.) was then added over 5 minutes, and following the addition, the mixture was stirred for 30 minutes. After acidification with concentrated hydrochloric acid the mixture ... Starting materials: Cc1cc(C)c(S(=O)(=O)Oc2ccc3c(=O)c(Br)c(C(C)C)oc3c2[N+](=O)[O-])c(C)c1, COc1ccc(CN)cc1, Cc1ccccc1, O. Yields the product COc1ccc(CNc2ccc3c(=O)c(Br)c(C(C)C)oc3c2[N+](=O)[O-])cc1. Reaction SMILES: [Br:1][c:2]1[c:3]([CH:29]([CH3:30])[CH3:31])[o:4][c:5]2[c:6]([N+:26](=[O:27])[O-:28])[c:7]([O:13][S:14]([c:15]3[c:16]([CH3:17])[cH:18][c:19]([CH3:20])[cH:21][c:22]3[CH3:23])(=[O:24])=[O:25])[cH:8][cH:9][c:10]2[c:11]1=[O:12].[CH3:32][O:33][c:34]1[cH:35][cH:36][c:37]([CH2:38][NH2:39])[cH:40][cH:41]1.[CH3:43][c:44]1[cH:45][cH:46][cH:47][cH:48][cH:49]1.[OH2:42]>>[Br:1][c:2]1[c:3]([CH:29]([CH3:30])[CH3:31])[o:4][c:5]2[c:6]([N+:26](=[O:27])[O-:28])[c:7]([NH:39][CH2:38][c:37]3[cH:36][cH:35][c:34]([O:33][CH3:32])[cH:41][cH:40]3)[cH:8][cH:9][c:10]2[c:11]1=[O:12]. The reactants are S(=O)(Cl)Cl (thionyl chloride), ClC1=C(C(=O)C2=C(C=CC(=C2)Cl)S(=O)(=O)NCCCCCCCCCCC(=O)O)C=CC=C1 (11-[2-(2-chlorobenzoyl)-4-chlorobenzenesulphonamido]undecanoic acid). Solvent: C1=CC=CC=C1 (benzene). Product: ClC1=C(C(=O)C2=C(C=CC(=C2)Cl)S(=O)(=O)NCCCCCCCCCCC(=O)Cl)C=CC=C1 (11-[2-(2-chlorobenzoyl)-4-chlorobenzenesulphonamido]undecanoyl chloride). As a reaction SMILES: S(Cl)([Cl:3])=O.[Cl:5][C:6]1[CH:37]=[CH:36][CH:35]=[CH:34][C:7]=1[C:8]([C:10]1[CH:15]=[C:14]([Cl:16])[CH:13]=[CH:12][C:11]=1[S:17]([NH:20][CH2:21][CH2:22][CH2:23][CH2:24][CH2:25][CH2:26][CH2:27][CH2:28][CH2:29][CH2:30][C:31]([OH:33])=O)(=[O:19])=[O:18])=[O:9]>C1C=CC=CC=1>[Cl:5][C:6]1[CH:37]=[CH:36][CH:35]=[CH:34][C:7]=1[C:8]([C:10]1[CH:15]=[C:14]([Cl:16])[CH:13]=[CH:12][C:11]=1[S:17]([NH:20][CH2:21][CH2:22][CH2:23][CH2:24][CH2:25][CH2:26][CH2:27][CH2:28][CH2:29][CH2:30][C:31]([Cl:3])=[O:33])(=[O:19])=[O:18])=[O:9]. Procedure details: 19 g of redistilled thionyl chloride are added to 10.3 g of 11-[2-(2-chlorobenzoyl)-4-chlorobenzenesulphonamido]undecanoic acid in 130 ml of anhydrous benzene. After refluxing for 2 hours, the reaction medium is evaporated to dryness under vacuum and it gives a colourless oil which is used without further purification. Starting materials: CCOC=C(C(=O)OCC)C(=O)OCC, COc1c(F)ccc2c1CCC(C)N2, CCOC(=O)c1cn2c3c(c(OC)c(F)cc3c1=O)CCC2C, [Na+], [OH-], O. Product: COc1c(F)cc2c(=O)c(C(=O)O)cn3c2c1CCC3C. RXN SMILES: [CH2:15]([O:16][CH:17]=[C:18]([C:19]([O:20][CH2:21][CH3:22])=[O:23])[C:24]([O:25][CH2:26][CH3:27])=[O:28])[CH3:29].[F:1][c:2]1[c:3]([O:4][CH3:5])[c:6]2[c:7]([cH:8][cH:9]1)[NH:10][CH:11]([CH3:12])[CH2:13][CH2:14]2.[F:30][c:31]1[c:32]([O:51][CH3:52])[c:33]2[c:42]3[n:37]([cH:38][c:39]([C:45](=[O:46])[O:47][CH2:48][CH3:49])[c:40](=[O:44])[c:41]3[cH:43]1)[CH:36]([CH3:50])[CH2:35][CH2:34]2.[Na+:54].[OH-:53].[OH2:55]>>[F:30][c:31]1[c:32]([O:51][CH3:52])[c:33]2[c:42]3[n:37]([cH:38][c:39]([C:45](=[O:46])[OH:47])[c:40](=[O:44])[c:41]3[cH:43]1)[CH:36]([CH3:50])[CH2:35][CH2:34]2. The reactants are C(C)(=O)N1C(C(C2=CC(=CC=C12)[N+](=O)[O-])=C(C1=CC(=CC=C1)Cl)Cl)=O (1-acetyl-3-[1-chloro-1-(3-chlorophenyl)-methylidene)-5-nitro-2-indolinone), CN(C)CC1=CC=C(N)C=C1 (4-dimethylaminomethyl-aniline), [OH-].[Na+] (sodium hydroxide). Solvent: CN(C)C=O (DMF), CO (methanol). Yields the product CN(C)CC1=CC=C(C=C1)N\C(\C1=CC(=CC=C1)Cl)=C\1/C(NC2=CC=C(C=C12)[N+](=O)[O-])=O ((Z)-3-[1-(4-dimethylaminomethyl-phenylamino)-1-(3-chlorophenyl)-methylidene]-5-nitro-2-indolinone). RXN SMILES: C([N:4]1[C:12]2[C:7](=[CH:8][C:9]([N+:13]([O-:15])=[O:14])=[CH:10][CH:11]=2)[C:6](=[C:16](Cl)[C:17]2[CH:22]=[CH:21][CH:20]=[C:19]([Cl:23])[CH:18]=2)[C:5]1=[O:25])(=O)C.[CH3:26][N:27]([CH2:29][C:30]1[CH:36]=[CH:35][C:33]([NH2:34])=[CH:32][CH:31]=1)[CH3:28].[OH-].[Na+]>CN(C=O)C.CO>[CH3:28][N:27]([CH2:29][C:30]1[CH:31]=[CH:32][C:33]([NH:34]/[C:16](=[C:6]2\[C:5](=[O:25])[NH:4][C:12]3[C:7]\2=[CH:8][C:9]([N+:13]([O-:15])=[O:14])=[CH:10][CH:11]=3)/[C:17]2[CH:22]=[CH:21][CH:20]=[C:19]([Cl:23])[CH:18]=2)=[CH:35][CH:36]=1)[CH3:26] |f:2.3|. Reported procedure: Prepared analogously to Example 2 from 1-acetyl-3-[1-chloro-1-(3-chlorophenyl)-methylidene)-5-nitro-2-indolinone and 4-dimethylaminomethyl-aniline in DMF and subsequent treatment with sodium hydroxide solution in methanol. Starting materials: ClC1=CC2=C(OCO2)C=C1CSC1=C(C=C(C=C1)C)[N+](=O)[O-] (5-chloro-6-{[(4-methyl-2-nitrophenyl)thio]methyl}-1,3-benzodioxole), O.O.[Sn](Cl)Cl (tin dichloride dihydrate). Solvent: C(C)O (ethanol), C(C)O (ethanol). The product is ClC=1C(=CC2=C(OCO2)C1)CSC1=C(N)C=C(C=C1)C (2-{[(6-chloro-1,3-benzodioxol-5-yl)methyl]thio}-5-methylaniline). RXN SMILES: [Cl:1][C:2]1[C:10]([CH2:11][S:12][C:13]2[CH:18]=[CH:17][C:16]([CH3:19])=[CH:15][C:14]=2[N+:20]([O-])=O)=[CH:9][C:5]2[O:6][CH2:7][O:8][C:4]=2[CH:3]=1.O.O.[Sn](Cl)Cl>C(O)C>[Cl:1][C:2]1[C:10]([CH2:11][S:12][C:13]2[CH:18]=[CH:17][C:16]([CH3:19])=[CH:15][C:14]=2[NH2:20])=[CH:9][C:5]2[O:6][CH2:7][O:8][C:4]=2[CH:3]=1 |f:1.2.3|. Procedure: The material from step 1 dissolved in ethanol (5 mL) was combined with a solution of tin dichloride dihydrate (12 mmol) in ethanol (5 mL) and heated to 70 for 5 h. The solvent was removed under a stream of nitrogen and the residue was redissolved in a mix of dichloromethane and 1 N NaOH solution. The mixture was applied to an Extrelut QE solid phase extraction column that was prepped with 1 N NaOH solution. The organic was collected and the solvent was removed under a stream of nitrogen. The res...